This data is from the Open Reaction Database (ORD), a public repository of structured organic reaction records. The task is: describe an organic reaction: reactants, conditions, products, and yield Procedure details: [4-(1,3-Benzoxazol-2-yl)-2-methoxyphenyl]acetonitrile (130 mg, 0.49 mmol) in THF (5.0 mL) was cooled to −78° C. under argon atmosphere. Sodium bis(trimethylsilyl)amide (1.8 mL, 1.08 mmol) was added slowly and after fifteen minutes, added 1,4-dibromobutane (0.07 mL, 0.59 mmol) to dark brown reaction mixture. Let mixture warm to rt overnight. After concentrating reaction mixture in vacuo, the resulting pink oil was purified by flash chromatography, using a gradient elution of 1:9 EtOAc:hexanes to ... Product: O1C(=NC2=C1C=CC=C2)C2=CC(=C(C=C2)C2(CCCC2)C#N)OC (1-[4-(1,3-benzoxazol-2-yl)-2-methoxyphenyl]cyclopentanecarbonitrile). The solvent is C1CCOC1 (THF). The reactants are C[Si](C)(C)[N-][Si](C)(C)C.[Na+] (Sodium bis(trimethylsilyl)amide), O1C(=NC2=C1C=CC=C2)C2=CC(=C(C=C2)CC#N)OC ([4-(1,3-Benzoxazol-2-yl)-2-methoxyphenyl]acetonitrile), BrCCCCBr (1,4-dibromobutane). RXN SMILES: [O:1]1[C:5]2[CH:6]=[CH:7][CH:8]=[CH:9][C:4]=2[N:3]=[C:2]1[C:10]1[CH:15]=[CH:14][C:13]([CH2:16][C:17]#[N:18])=[C:12]([O:19][CH3:20])[CH:11]=1.C[Si]([N-][Si](C)(C)C)(C)C.[Na+].Br[CH2:32][CH2:33][CH2:34][CH2:35]Br>C1COCC1>[O:1]1[C:5]2[CH:6]=[CH:7][CH:8]=[CH:9][C:4]=2[N:3]=[C:2]1[C:10]1[CH:15]=[CH:14][C:13]([C:16]2([C:17]#[N:18])[CH2:35][CH2:34][CH2:33][CH2:32]2)=[C:12]([O:19][CH3:20])[CH:11]=1 |f:1.2|. Starting materials: CC(O)CO, CC1CC=C(C=O)C(C)(C)C1, Cc1ccccc1, O, Cc1ccc(S(=O)(=O)O)cc1. Yields the product CC1CC=C(C2OCC(C)O2)C(C)(C)C1. As a reaction SMILES: [CH2:12]([CH:13]([CH3:14])[OH:15])[OH:16].[CH3:1][CH:2]1[CH2:3][CH:4]=[C:5]([CH:10]=[O:11])[C:6]([CH3:8])([CH3:9])[CH2:7]1.[CH3:29][c:30]1[cH:31][cH:32][cH:33][cH:34][cH:35]1.[OH2:28].[c:17]1([CH3:18])[cH:19][cH:20][c:21]([S:22]([OH:23])(=[O:24])=[O:25])[cH:26][cH:27]1>>[CH3:1][CH:2]1[CH2:3][CH:4]=[C:5]([CH:10]2[O:11][CH:13]([CH3:14])[CH2:12][O:16]2)[C:6]([CH3:8])([CH3:9])[CH2:7]1. The reactants are F[B-](F)(F)F, CN(C)c1cccc2cccc(N(C)C)c12, C[O+](C)C, ClCCl, CC(C(=O)N1C(=O)OC(c2ccccc2)C1C)C(O)C1CCCN1C(=O)OC(C)(C)C. The product is COC(C(C)C(=O)N1C(=O)OC(c2ccccc2)C1C)C1CCCN1C(=O)OC(C)(C)C. RXN SMILES: [B-:48]([F:49])([F:50])([F:51])[F:52].[CH3:32][N:33]([CH3:34])[c:35]1[c:36]2[c:37]([cH:38][cH:39][cH:40][c:41]2[N:42]([CH3:43])[CH3:44])[cH:45][cH:46][cH:47]1.[CH3:53][O+:54]([CH3:55])[CH3:56].[Cl:57][CH2:58][Cl:59].[OH:1][CH:2]([CH:3]([C:4](=[O:5])[N:6]1[C:7](=[O:18])[O:8][CH:9]([c:12]2[cH:13][cH:14][cH:15][cH:16][cH:17]2)[CH:10]1[CH3:11])[CH3:19])[CH:20]1[N:21]([C:25](=[O:26])[O:27][C:28]([CH3:29])([CH3:30])[CH3:31])[CH2:22][CH2:23][CH2:24]1>>[O:1]([CH:2]([CH:3]([C:4](=[O:5])[N:6]1[C:7](=[O:18])[O:8][CH:9]([c:12]2[cH:13][cH:14][cH:15][cH:16][cH:17]2)[CH:10]1[CH3:11])[CH3:19])[CH:20]1[N:21]([C:25](=[O:26])[O:27][C:28]([CH3:29])([CH3:30])[CH3:31])[CH2:22][CH2:23][CH2:24]1)[CH3:32]. The reactants are N1(CCOCC1)CC1=CC=CC(=N1)NC=1SC(=CC1C(=O)N)C=1N=NN(C1)C[Si](C)(C)C (2-{[6-(morpholin-4-ylmethyl)pyridin-2-yl]amino}-5-{1-[(trimethylsilyl)methyl]-1H-1,2,3-triazol-4-yl}thiophene-3-carboxamide), CCCC[N+](CCCC)(CCCC)CCCC.[F-] (TBAF). Run in O (water), C1CCOC1 (THF). Run at time 4 hour. Product: CN1N=NC(=C1)C1=CC(=C(S1)NC1=NC(=CC=C1)CN1CCOCC1)C(=O)N (5-(1-Methyl-1H-1,2,3-triazol-4-yl)-2-{[6-(morpholin-4-ylmethyl)pyridin-2-yl]amino}thiophene-3-carboxamide). Reaction SMILES: [N:1]1([CH2:7][C:8]2[N:13]=[C:12]([NH:14][C:15]3[S:16][C:17]([C:23]4[N:24]=[N:25][N:26]([CH2:28][Si](C)(C)C)[CH:27]=4)=[CH:18][C:19]=3[C:20]([NH2:22])=[O:21])[CH:11]=[CH:10][CH:9]=2)[CH2:6][CH2:5][O:4][CH2:3][CH2:2]1.CCCC[N+](CCCC)(CCCC)CCCC.[F-]>C1COCC1.O>[CH3:28][N:26]1[CH:27]=[C:23]([C:17]2[S:16][C:15]([NH:14][C:12]3[CH:11]=[CH:10][CH:9]=[C:8]([CH2:7][N:1]4[CH2:2][CH2:3][O:4][CH2:5][CH2:6]4)[N:13]=3)=[C:19]([C:20]([NH2:22])=[O:21])[CH:18]=2)[N:24]=[N:25]1 |f:1.2|. Procedure details: To a solution of 2-{[6-(morpholin-4-ylmethyl)pyridin-2-yl]amino}-5-{1-[(trimethylsilyl)methyl]-1H-1,2,3-triazol-4-yl}thiophene-3-carboxamide (65 mg, 0.14 mmol) in THF (2.0 mL) was added TBAF (1.0 M in THF, 0.276 ml, 0.276 mmol). The reaction was stirred at room temperature for 4 h. The solution was diluted with water and extracted with 5:1 CH2Cl2:MeOH (3×). The combined organic layers were dried (MgSO4), filtered, and evaporated. The crude solid was triturated with CH2Cl2 and filtered to isolate... The reactants are Cc1ccc(CN)nc1, COCCOC, N#Cc1c(OS(=O)(=O)C(F)(F)F)cc(N)nc1-c1ccco1. The product is Cc1ccc(CNc2cc(N)nc(-c3ccco3)c2C#N)nc1. RXN SMILES: [CH3:23][c:24]1[cH:25][cH:26][c:27]([CH2:30][NH2:31])[n:28][cH:29]1.[CH3:32][O:33][CH2:34][CH2:35][O:36][CH3:37].[NH2:1][c:2]1[cH:3][c:4]([O:15][S:16]([C:17]([F:18])([F:19])[F:20])(=[O:21])=[O:22])[c:5]([C:13]#[N:14])[c:6](-[c:8]2[o:9][cH:10][cH:11][cH:12]2)[n:7]1>>[NH2:1][c:2]1[cH:3][c:4]([NH:31][CH2:30][c:27]2[cH:26][cH:25][c:24]([CH3:23])[cH:29][n:28]2)[c:5]([C:13]#[N:14])[c:6](-[c:8]2[o:9][cH:10][cH:11][cH:12]2)[n:7]1.